Dataset: the Open Reaction Database (ORD), a public repository of structured organic reaction records. Task: describe an organic reaction: reactants, conditions, products, and yield The reactants are NC[C@H]1N([C@H]2C[C@H]2C1)C(=O)C=1N=C(SC1C1=CC(=CC=C1)F)C ([(1S,3S,5S)-3-aminomethyl-2-aza-bicyclo[3.1.0]hex-2-yl]-[5-(3-fluoro-phenyl)-2-methyl-thiazol-4-yl]-methanone), N1=C(C=CC2=CC=CC=C12)C(=O)O (quinoline-2-carboxylic acid). Yields the product FC=1C=C(C=CC1)C1=C(N=C(S1)C)C(=O)N1[C@H]2C[C@H]2C[C@H]1CNC(=O)C1=NC2=CC=CC=C2C=C1 (quinoline-2-carboxylic acid {(1S,3S,5S)-2-[5-(3-fluoro-phenyl)-2-methyl-thiazole-4-carbonyl]-2-aza-bicyclo[3.1.0]hex-3-ylmethyl}-amide). Reaction SMILES: [NH2:1][CH2:2][C@@H:3]1[CH2:8][C@H:7]2[C@H:5]([CH2:6]2)[N:4]1[C:9]([C:11]1[N:12]=[C:13]([CH3:23])[S:14][C:15]=1[C:16]1[CH:21]=[CH:20][CH:19]=[C:18]([F:22])[CH:17]=1)=[O:10].[N:24]1[C:33]2[C:28](=[CH:29][CH:30]=[CH:31][CH:32]=2)[CH:27]=[CH:26][C:25]=1[C:34](O)=[O:35]>>[F:22][C:18]1[CH:17]=[C:16]([C:15]2[S:14][C:13]([CH3:23])=[N:12][C:11]=2[C:9]([N:4]2[C@H:3]([CH2:2][NH:1][C:34]([C:25]3[CH:26]=[CH:27][C:28]4[C:33](=[CH:32][CH:31]=[CH:30][CH:29]=4)[N:24]=3)=[O:35])[CH2:8][C@H:7]3[C@@H:5]2[CH2:6]3)=[O:10])[CH:21]=[CH:20][CH:19]=1. Procedure: prepared by reaction of [(1S,3S,5S)-3-aminomethyl-2-aza-bicyclo[3.1.0]hex-2-yl]-[5-(3-fluoro-phenyl)-2-methyl-thiazol-4-yl]-methanone with quinoline-2-carboxylic acid. LC-MS (basic): tR=0.93 min; [M+H]+=487.2. Product: CNc1nc(OC(C)C)ccc1[N+](=O)[O-]. Starting materials: CN(C)C=O, CC(C)O, CNc1nc(Cl)ccc1[N+](=O)[O-], [H-], [Na+]. Reaction SMILES: [CH3:15][N:16]([CH3:17])[CH:18]=[O:19].[CH:20]([CH3:21])([CH3:22])[OH:23].[Cl:1][c:2]1[cH:3][cH:4][c:5]([N+:10](=[O:11])[O-:12])[c:6]([NH:8][CH3:9])[n:7]1.[H-:13].[Na+:14]>>[c:2]1([O:23][CH:20]([CH3:21])[CH3:22])[cH:3][cH:4][c:5]([N+:10](=[O:11])[O-:12])[c:6]([NH:8][CH3:9])[n:7]1. The reactants are O=C(Cl)c1cccc(Br)c1, ClC(Cl)Cl, NC1CCN(C2CCCCC2)C1. Yields the product O=C(NC1CCN(C2CCCCC2)C1)c1cccc(Br)c1. Reaction SMILES: [Br:13][c:14]1[cH:15][c:16]([C:17](=[O:18])[Cl:19])[cH:20][cH:21][cH:22]1.[CH:23]([Cl:24])([Cl:25])[Cl:26].[NH2:1][CH:2]1[CH2:3][N:4]([CH:7]2[CH2:8][CH2:9][CH2:10][CH2:11][CH2:12]2)[CH2:5][CH2:6]1>>[NH:1]([CH:2]1[CH2:3][N:4]([CH:7]2[CH2:8][CH2:9][CH2:10][CH2:11][CH2:12]2)[CH2:5][CH2:6]1)[C:17]([c:16]1[cH:15][c:14]([Br:13])[cH:22][cH:21][cH:20]1)=[O:18]. The reactants are ClC1=CC(=C(C=C1Cl)C)[N+](=O)[O-] (4,5-dichloro-2-nitrotoluene), ClC1=CC=C(C=2CCCCC12)O (4-chloro-5,6,7,8-tetrahydro-1-naphthol), C([O-])([O-])=O.[K+].[K+] (potassium carbonate). Run in CN(C)C=O (DMF). Reaction conditions: temperature 110 celsius, time 20 hour. Yields the product ClC1=CC(=C(C=C1OC1=CC=C(C=2CCCCC12)Cl)C)[N+](=O)[O-] (4-Chloro-5-(4-chloro-5,6,7,8-tetrahydro-1-naphthoxy)-2-nitrotoluene). Isolated yield 98.1%. As a reaction SMILES: [Cl:1][C:2]1[C:7](Cl)=[CH:6][C:5]([CH3:9])=[C:4]([N+:10]([O-:12])=[O:11])[CH:3]=1.[Cl:13][C:14]1[C:23]2[CH2:22][CH2:21][CH2:20][CH2:19][C:18]=2[C:17]([OH:24])=[CH:16][CH:15]=1.C(=O)([O-])[O-].[K+].[K+]>CN(C=O)C>[Cl:1][C:2]1[C:7]([O:24][C:17]2[C:18]3[CH2:19][CH2:20][CH2:21][CH2:22][C:23]=3[C:14]([Cl:13])=[CH:15][CH:16]=2)=[CH:6][C:5]([CH3:9])=[C:4]([N+:10]([O-:12])=[O:11])[CH:3]=1 |f:2.3.4|. Reported procedure: To a solution containing 39.96 g of 4,5-dichloro-2-nitrotoluene and 39.30 g of 4-chloro-5,6,7,8-tetrahydro-1-naphthol in 250 ml of DMF under an atmosphere of nitrogen and at room temperature was added 3.87 g of anhydrous potassium carbonate. The resulting mixture was then heated to 110° C. After 20 hrs at 110° C., the reaction mixture was cooled to room temperature. The DMF was removed in vacuo. The residue was dissolved in 500 ml of warm toluene and filtered through celite. The filter cake was ... The reactants are O (water), [OH-].[Na+] (sodium hydroxide), Cl.ClCC1=CC(=NC2=CC=CC=C12)C (4-chloromethyl-2-methylquinoline hydrochloride), CS(=O)(=O)C1=CC=C(C=C1)O (4-methylsulfonylphenol), [OH-].[Na+] (sodium hydroxide). Solvent: C(C)O (ethanol). Run at time 20 minute. Yields the product CS(=O)(=O)C1=CC=C(OCC2=CC(=NC3=CC=CC=C23)C)C=C1 (4-(4-methanesulfonylphenoxymethyl)-2-methylquinoline). Yield: 93.5%. Reaction SMILES: Cl.Cl[CH2:3][C:4]1[C:13]2[C:8](=[CH:9][CH:10]=[CH:11][CH:12]=2)[N:7]=[C:6]([CH3:14])[CH:5]=1.[CH3:15][S:16]([C:19]1[CH:24]=[CH:23][C:22]([OH:25])=[CH:21][CH:20]=1)(=[O:18])=[O:17].[OH-].[Na+].O>C(O)C>[CH3:15][S:16]([C:19]1[CH:24]=[CH:23][C:22]([O:25][CH2:3][C:4]2[C:13]3[C:8](=[CH:9][CH:10]=[CH:11][CH:12]=3)[N:7]=[C:6]([CH3:14])[CH:5]=2)=[CH:21][CH:20]=1)(=[O:17])=[O:18] |f:0.1,3.4|. Procedure: To a solution of 7.23 g (29.6 mmol) of 4-chloromethyl-2-methylquinoline hydrochloride and 5.61 g (32.6 mmol) of 4-methylsulfonylphenol in ethanol (26 mL) was added 17.1 mL (68.1 mmol) of 4 N aqueous sodium hydroxide, followed by heating under reflux for 5 hours. After standing to cool, water (150 mL) and 4 N aqueous sodium hydroxide (2.5 mL) were added and stirred for 20 minutes at room temperature. The precipitates were collected by filtration, washed thoroughly with water and hexane, and then ... Reactants: CCOc1cc(CO)cc(OCc2nc(-c3ccccc3)oc2C)c1, CCOC(C)=O, Cc1ccccc1, O=S(Cl)Cl. The product is CCOc1cc(CCl)cc(OCc2nc(-c3ccccc3)oc2C)c1. As a reaction SMILES: [CH2:1]([CH3:2])[O:3][c:4]1[cH:5][c:6]([CH2:7][OH:8])[cH:9][c:10]([O:12][CH2:13][c:14]2[n:15][c:16](-[c:20]3[cH:21][cH:22][cH:23][cH:24][cH:25]3)[o:17][c:18]2[CH3:19])[cH:11]1.[CH3:30][CH2:31][O:32][C:33](=[O:34])[CH3:35].[CH3:36][c:37]1[cH:38][cH:39][cH:40][cH:41][cH:42]1.[S:26]([Cl:27])([Cl:28])=[O:29]>>[CH2:1]([CH3:2])[O:3][c:4]1[cH:5][c:6]([CH2:7][Cl:28])[cH:9][c:10]([O:12][CH2:13][c:14]2[n:15][c:16](-[c:20]3[cH:21][cH:22][cH:23][cH:24][cH:25]3)[o:17][c:18]2[CH3:19])[cH:11]1. Starting materials: C1(CC1)COC1=C(C=C(C=C1)S(=O)(=O)C)B1OC(C(O1)(C)C)(C)C (2-[2-(cyclopropylmethoxy)-5-methylsulfonylphenyl]-4,4,5,5-tetramethyl-1,3,2-dioxaborolane), BrC=1C2=C(C(N(C1)C)=O)OC=C2 (4-bromo-6-methyl-6H,7H-furo[2,3-c]pyridin-7-one), [O-]P(=O)([O-])[O-].[K+].[K+].[K+] (K3PO4). The reagents and catalysts are C1=CC=C(C=C1)P([C-]2C=CC=C2)C3=CC=CC=C3.C1=CC=C(C=C1)P([C-]2C=CC=C2)C3=CC=CC=C3.Cl[Pd]Cl.[Fe+2] (Pd(dppf)Cl2). The solvent is O1CCOCC1.O (dioxane H2O). Conditions: temperature 70 celsius, time 90 minute. The product is C1(CC1)COC1=C(C=C(C=C1)S(=O)(=O)C)C=1C2=C(C(N(C1)C)=O)OC=C2 (4-[2-(cyclopropylmethoxy)-5-methylsulfonylphenyl]-6-methylfuro[2,3-c]pyridin-7-one). The yield is 48.7%. RXN SMILES: [CH:1]1([CH2:4][O:5][C:6]2[CH:11]=[CH:10][C:9]([S:12]([CH3:15])(=[O:14])=[O:13])=[CH:8][C:7]=2B2OC(C)(C)C(C)(C)O2)[CH2:3][CH2:2]1.Br[C:26]1[C:27]2[CH:36]=[CH:35][O:34][C:28]=2[C:29](=[O:33])[N:30]([CH3:32])[CH:31]=1.[O-]P([O-])([O-])=O.[K+].[K+].[K+]>O1CCOCC1.O.C1C=CC(P(C2C=CC=CC=2)[C-]2C=CC=C2)=CC=1.C1C=CC(P(C2C=CC=CC=2)[C-]2C=CC=C2)=CC=1.Cl[Pd]Cl.[Fe+2]>[CH:1]1([CH2:4][O:5][C:6]2[CH:11]=[CH:10][C:9]([S:12]([CH3:15])(=[O:13])=[O:14])=[CH:8][C:7]=2[C:26]2[C:27]3[CH:36]=[CH:35][O:34][C:28]=3[C:29](=[O:33])[N:30]([CH3:32])[CH:31]=2)[CH2:2][CH2:3]1 |f:2.3.4.5,6.7,8.9.10.11|. Reported procedure: A mixture of 2-[2-(cyclopropylmethoxy)-5-methylsulfonylphenyl]-4,4,5,5-tetramethyl-1,3,2-dioxaborolane (115 mg, 0.33 mmol), 4-bromo-6-methyl-6H,7H-furo[2,3-c]pyridin-7-one (75 mg, 0.33 mmol), K3PO4 (175 mg, 0.83 mmol), Pd(dppf)Cl2 (24 mg, 10%) in dioxane/H2O (2.2 mL/200 uL) was bubbled with nitrogen for 5 min. The sealed vial was stirred at 70° C. for 90 min. The reaction mixture was filtered through a short plug of celite; the celite plug was washed with EtOAc (15 mL). The filtrate was washed w... Starting materials: CC1CNCC(C)C1, O=C(O)c1cc(Cl)cc(S(=O)(=O)Cl)c1, Cl, [Na+], [OH-], O. Product: CC1CC(C)CN(S(=O)(=O)c2cc(Cl)cc(C(=O)O)c2)C1. Reaction SMILES: [CH3:16][CH:17]1[CH2:18][NH:19][CH2:20][CH:21]([CH3:23])[CH2:22]1.[Cl:1][c:2]1[cH:3][c:4]([C:5](=[O:6])[OH:7])[cH:8][c:9]([S:11](=[O:12])(=[O:13])[Cl:14])[cH:10]1.[ClH:15].[Na+:25].[OH-:24].[OH2:26]>>[Cl:1][c:2]1[cH:3][c:4]([C:5](=[O:6])[OH:7])[cH:8][c:9]([S:11](=[O:12])(=[O:13])[N:19]2[CH2:18][CH:17]([CH3:16])[CH2:22][CH:21]([CH3:23])[CH2:20]2)[cH:10]1.